Task: describe an organic reaction: reactants, conditions, products, and yield. Dataset: the Open Reaction Database (ORD), a public repository of structured organic reaction records Starting materials: C=1(O)C(O)=CC=CC1 (Catechol), S(O)(O)(=O)=O (sulfuric acid). Reagents/catalysts: [O-2].[O-2].[O-2].[Fe+2].[Fe+2] (diiron trioxide). The solvent is O (water), O (water). Run at temperature 30 celsius. Product: O.OC1=CC=2C3=CC(=C(C=C3C3=CC(=C(C=C3C2C=C1O)O)O)O)O (2,3,6,7,10,11-hexahydroxytriphenylene monohydrate). The yield is 68.1%. Reaction SMILES: [C:1]1([C:3](=[CH:5][CH:6]=[CH:7][CH:8]=1)[OH:4])[OH:2].S(=O)(=O)(O)O>[O-2].[O-2].[O-2].[Fe+2].[Fe+2].O>[OH2:2].[OH:2][C:1]1[C:3]([OH:4])=[CH:5][C:6]2[C:7]3[C:6](=[CH:5][C:3]([OH:4])=[C:1]([OH:2])[CH:8]=3)[C:6]3[C:7](=[CH:8][C:1]([OH:2])=[C:3]([OH:2])[CH:5]=3)[C:7]=2[CH:8]=1 |f:2.3.4.5.6,8.9|. Procedure: Catechol (22.0 g, 0.2 moles) and diiron trioxide (ferric oxide) (31.9 g, 0.2 moles) were added into water (44 mL), and 98% sulfuric acid (176 g, 1.76 moles) was added dropwise to the solution while temperature of the solution is maintained at 30° C. or lower, to adjust the concentration in percent by weight of sulfuric acid in the reaction system at 80%. The solution was reacted at 30° C. for 6 hours with stirring. After completion of the reaction, water (200 mL) was added dropwise to the reacti... Run in O (water). The product is CSC1=C(N)C=C(C(=C1)OC)OC (2-Methylthio-4,5-dimethoxyaniline). RXN SMILES: [CH3:1][S:2][C:3]1[C:8]([N+:9]([O-])=O)=[CH:7][CH:6]=[C:5]([O:12][CH3:13])[C:4]=1OC.S(S([O-])=O)([O-])=O.[Na+].[Na+].C(O)C.[C:27](=[O:30])([O-])[O-].[K+].[K+]>O>[CH3:1][S:2][C:3]1[CH:4]=[C:5]([O:12][CH3:13])[C:6]([O:30][CH3:27])=[CH:7][C:8]=1[NH2:9] |f:1.2.3,5.6.7|. Reported procedure: A reaction mixture was prepared containing 68.7 g. of 3-methylthio-4-nitroveratrole, 261 g. sodium dithionite (Na2S2O4), 1500 ml. of ethanol and 2250 ml. of water. The reaction mixture was heated at reflux temperature for about 1 hour and then cooled. The reaction mixture was then made basic with potassium carbonate and the resulting alkaline solution concentrated in vacuo to one-half its original volume. The aqueous solution was extracted twice with 2 l. portions of ether. The ether extracts we... The reactants are CSC1=C(C(=CC=C1[N+](=O)[O-])OC)OC (3-methylthio-4-nitroveratrole), C([O-])([O-])=O.[K+].[K+] (potassium carbonate), material, S(=O)([O-])S(=O)[O-].[Na+].[Na+] (sodium dithionite), C(C)O (ethanol).